This data is from the Open Reaction Database (ORD), a public repository of structured organic reaction records. The task is: describe an organic reaction: reactants, conditions, products, and yield The reactants are C(C)(C)(C)OC(=O)N1C[C@H](CC1)NC1=NC=C(C=C1)[N+](=O)[O-] ((S)-3-(5-nitro-pyridin-2-ylamino)-pyrrolidine-1-carboxylic acid tert-butyl ester), [H-].[Na+] (sodium hydride), CI (methyl iodide). Run in O1CCCC1 (tetrahydrofuran). Conditions: temperature 0 celsius, time 15 minute. The product is C(C)(C)(C)OC(=O)N1C[C@H](CC1)N(C)C1=NC=C(C=C1)[N+](=O)[O-] ((S)-3-[(5-nitro-pyridin-2-yl)-methyl-amino]-pyrrolidine-1-carboxylic acid tert-butyl ester). RXN SMILES: [C:1]([O:5][C:6]([N:8]1[CH2:12][CH2:11][C@H:10]([NH:13][C:14]2[CH:19]=[CH:18][C:17]([N+:20]([O-:22])=[O:21])=[CH:16][N:15]=2)[CH2:9]1)=[O:7])([CH3:4])([CH3:3])[CH3:2].[H-].[Na+].[CH3:25]I>O1CCCC1>[C:1]([O:5][C:6]([N:8]1[CH2:12][CH2:11][C@H:10]([N:13]([C:14]2[CH:19]=[CH:18][C:17]([N+:20]([O-:22])=[O:21])=[CH:16][N:15]=2)[CH3:25])[CH2:9]1)=[O:7])([CH3:4])([CH3:2])[CH3:3] |f:1.2|. Procedure: To a solution of (S)-3-(5-nitro-pyridin-2-ylamino)-pyrrolidine-1-carboxylic acid tert-butyl ester described previously (300 mg, 0.97 mmol) in tetrahydrofuran cooled at 0° C. was added sodium hydride (47 mg, 1.95 mmol) gradually. The mixture was stirred at room temperature for 15 min followed by the addition of methyl iodide (166 mg, 1.17 mmol). The reaction mixture was stirred for 2 h and then extracted with ethyl acetate and washed with water. The organic layer was dried over sodium sulfate, fi... Reaction SMILES: Br[C:2]1[C:7]2[O:8][C:9]([NH:11][C:12]3[CH:17]=[C:16]([O:18][CH3:19])[C:15]([O:20][CH3:21])=[C:14]([O:22][CH3:23])[CH:13]=3)=[N:10][C:6]=2[CH:5]=[CH:4][N:3]=1.[NH2:24][C:25]1[CH:30]=[CH:29][C:28](B(O)O)=[CH:27][CH:26]=1.C([O-])([O-])=O.[Na+].[Na+]>COCCOC.[Pd].C1(P(C2C=CC=CC=2)C2C=CC=CC=2)C=CC=CC=1.C1(P(C2C=CC=CC=2)C2C=CC=CC=2)C=CC=CC=1.C1(P(C2C=CC=CC=2)C2C=CC=CC=2)C=CC=CC=1.C1(P(C2C=CC=CC=2)C2C=CC=CC=2)C=CC=CC=1>[NH2:24][C:25]1[CH:30]=[CH:29][C:28]([C:2]2[C:7]3[O:8][C:9]([NH:11][C:12]4[CH:17]=[C:16]([O:18][CH3:19])[C:15]([O:20][CH3:21])=[C:14]([O:22][CH3:23])[CH:13]=4)=[N:10][C:6]=3[CH:5]=[CH:4][N:3]=2)=[CH:27][CH:26]=1 |f:2.3.4,6.7.8.9.10|. Product: NC1=CC=C(C=C1)C1=NC=CC2=C1OC(=N2)NC2=CC(=C(C(=C2)OC)OC)OC ([4-(4-Amino-phenyl)-oxazolo[5,4-c]pyridin-2-yl]-(3,4,5-trimethoxy-phenyl)-amine). Reactants: BrC1=NC=CC2=C1OC(=N2)NC2=CC(=C(C(=C2)OC)OC)OC ((4-bromo-oxazolo[5,4-c]pyridin-2-yl)-(3,4,5-trimethoxy-phenyl)-amine), NC1=CC=C(C=C1)B(O)O ((4-aminophenyl) boronic acid), C(=O)([O-])[O-].[Na+].[Na+] (Na2CO3). The reagents and catalysts are [Pd].C1(=CC=CC=C1)P(C1=CC=CC=C1)C1=CC=CC=C1.C1(=CC=CC=C1)P(C1=CC=CC=C1)C1=CC=CC=C1.C1(=CC=CC=C1)P(C1=CC=CC=C1)C1=CC=CC=C1.C1(=CC=CC=C1)P(C1=CC=CC=C1)C1=CC=CC=C1 (Tetrakis (triphenylphosphine) palladium). Reported procedure: 0.082 g (0.209 mmol) (4-bromo-oxazolo[5,4-c]pyridin-2-yl)-(3,4,5-trimethoxy-phenyl)-amine and 0.04 g (0.22 mmol) (4-aminophenyl) boronic acid are dissolved in 3 ml 1,2-dimethoxy-ethane, a solution of 0.044 g (0.425 mmol) Na2CO3 (in 0.6 ml water) is added and a stream of argon is bubbled through the mixture in order to exclude oxygen from the reaction mixture. Tetrakis (triphenylphosphine) palladium (0.0259 g, 0.021 mmol) is added and the reaction mixture is stirred at 100° C. or 83 h. After that... Solvent: COCCOC (1,2-dimethoxy-ethane). Run at temperature 100 celsius, time 83 hour. The reactants are O=C([O-])[O-], CI, O=C(c1ccc(Cl)cc1)c1ccc(Cn2cnc3c(Cl)n[nH]c(=O)c32)cc1, [K+], [K+], CN(C)C=O, O. The product is Cn1nc(Cl)c2ncn(Cc3ccc(C(=O)c4ccc(Cl)cc4)cc3)c2c1=O. As a reaction SMILES: [C:28](=[O:29])([O-:30])[O-:31].[CH3:34][I:35].[Cl:1][c:2]1[cH:3][cH:4][c:5]([C:6](=[O:7])[c:8]2[cH:9][cH:10][c:11]([CH2:12][n:13]3[cH:14][n:15][c:16]4[c:17]3[c:18](=[O:23])[nH:19][n:20][c:21]4[Cl:22])[cH:24][cH:25]2)[cH:26][cH:27]1.[K+:32].[K+:33].[O:37]=[CH:38][N:39]([CH3:40])[CH3:41].[OH2:36]>>[Cl:1][c:2]1[cH:3][cH:4][c:5]([C:6](=[O:7])[c:8]2[cH:9][cH:10][c:11]([CH2:12][n:13]3[cH:14][n:15][c:16]4[c:17]3[c:18](=[O:23])[n:19]([CH3:28])[n:20][c:21]4[Cl:22])[cH:24][cH:25]2)[cH:26][cH:27]1. The reactants are OC=1C(=C(C=CC1OC)C=1C=C2COC(C2=CC1)=O)OC (5-(3-Hydroxy-2,4-dimethoxy-phenyl)-3H-isobenzofuran-1-one), C([O-])([O-])=O.[K+].[K+] (potassium carbonate), BrCC1=CC=C(C=C1)S(=O)(=O)C (1-(bromomethyl)-4-(methylsulfonyl)benzene). Solvent: C(C)#N (acetonitrile). Conditions: temperature 80 celsius. Yields the product COC1=C(C=CC(=C1OCC1=CC=C(C=C1)S(=O)(=O)C)OC)C=1C=C2COC(C2=CC1)=O (5-(2,4-dimethoxy-3-(4-(methylsulfonyl)benzyloxy)phenyl)isobenzofuran-1(3H)-one). Isolated yield 19.7%. As a reaction SMILES: [OH:1][C:2]1[C:3]([O:20][CH3:21])=[C:4]([C:10]2[CH:11]=[C:12]3[C:16](=[CH:17][CH:18]=2)[C:15](=[O:19])[O:14][CH2:13]3)[CH:5]=[CH:6][C:7]=1[O:8][CH3:9].C(=O)([O-])[O-].[K+].[K+].Br[CH2:29][C:30]1[CH:35]=[CH:34][C:33]([S:36]([CH3:39])(=[O:38])=[O:37])=[CH:32][CH:31]=1>C(#N)C>[CH3:21][O:20][C:3]1[C:2]([O:1][CH2:29][C:30]2[CH:31]=[CH:32][C:33]([S:36]([CH3:39])(=[O:38])=[O:37])=[CH:34][CH:35]=2)=[C:7]([O:8][CH3:9])[CH:6]=[CH:5][C:4]=1[C:10]1[CH:11]=[C:12]2[C:16](=[CH:17][CH:18]=1)[C:15](=[O:19])[O:14][CH2:13]2 |f:1.2.3|. Reported procedure: To a stirring solution of 5-(3-Hydroxy-2,4-dimethoxy-phenyl)-3H-isobenzofuran-1-one (80 mg, 0.279 mmol) in acetonitrile (10 mL) was added potassium carbonate (115 mg, 0.837 mmol) and 1-(bromomethyl)-4-(methylsulfonyl)benzene (208 mg, 0.837 mmol) and the resultant reaction mixture was heated to 80° C. for 4 h. The reaction mixture was filtered through celite and the filtrate was concentrated under reduced pressure. The obtained residue was purified by column chromatography (silica gel, 0-50% ethy... Yields the product Cc1cccc(Cl)c1CNC1=NC(=O)CS1. Reaction SMILES: [CH3:27][C:28]#[N:29].[CH:18]([N:19]([CH2:20][CH3:21])[CH:22]([CH3:23])[CH3:24])([CH3:25])[CH3:26].[Cl:1][c:2]1[c:3]([CH2:4][NH2:5])[c:6]([CH3:10])[cH:7][cH:8][cH:9]1.[S:11]1[C:12](=[S:13])[NH:14][C:15](=[O:16])[CH2:17]1>>[Cl:1][c:2]1[c:3]([CH2:4][NH:5][C:12]2=[N:14][C:15](=[O:16])[CH2:17][S:11]2)[c:6]([CH3:10])[cH:7][cH:8][cH:9]1. Reactants: CC#N, CCN(C(C)C)C(C)C, Cc1cccc(Cl)c1CN, O=C1CSC(=S)N1.